Dataset: the Open Reaction Database (ORD), a public repository of structured organic reaction records. Task: describe an organic reaction: reactants, conditions, products, and yield Starting materials: BrC1=C(C=CC(=C1)Cl)O (2-bromo-4-chlorophenol), crude material, C(C)OC(COC1=C(C=C(C=C1)Cl)Br)OCC (2-(2-bromo-4-chlorophenoxy)-acetaldehyde diethyl acetal), IV. Yields the product ClC=1C=C(C2=C(C=CO2)C1)Br (5-chloro-7-bromobenzofuran). As a reaction SMILES: BrC1C=C(Cl)C=CC=1O.C(O[CH:13](OCC)[CH2:14][O:15][C:16]1[CH:21]=[CH:20][C:19]([Cl:22])=[CH:18][C:17]=1[Br:23])C>>[Cl:22][C:19]1[CH:18]=[C:17]([Br:23])[C:16]2[O:15][CH:14]=[CH:13][C:21]=2[CH:20]=1. Reported procedure: Beginning with 25 gm (120.5 mmol) 2-bromo-4-chlorophenol, 41.16 gm crude 2-(2-bromo-4-chlorophenoxy)-acetaldehyde diethyl acetal was prepared essentially as described in Preparation IV. A sample of this crude material was subjected to silica gel chromatography to provide an analytical sample. Starting materials: BrCCC(=O)NC1=CC=C(C=C1)C=1C(CC(NN1)=O)C (6-[4-(3-bromopropionamido)phenyl]-5-methyl-4,5-dihydro-3(2H)-pyridazinone), C(C1=CC=CC=C1)N (benzylamine). Run in C(CC)O (n-propanol). Conditions: time 2 hour. The product is C(C1=CC=CC=C1)NCCC(=O)NC1=CC=C(C=C1)C=1C(CC(NN1)=O)C (6-[4-(3-benzylaminopropionamido)phenyl]-5-methyl-4,5-dihydro-3(2H)-pyridazinone). Isolated yield 88.1%. RXN SMILES: Br[CH2:2][CH2:3][C:4]([NH:6][C:7]1[CH:12]=[CH:11][C:10]([C:13]2[CH:14]([CH3:20])[CH2:15][C:16](=[O:19])[NH:17][N:18]=2)=[CH:9][CH:8]=1)=[O:5].[CH2:21]([NH2:28])[C:22]1[CH:27]=[CH:26][CH:25]=[CH:24][CH:23]=1>C(O)CC>[CH2:21]([NH:28][CH2:2][CH2:3][C:4]([NH:6][C:7]1[CH:12]=[CH:11][C:10]([C:13]2[CH:14]([CH3:20])[CH2:15][C:16](=[O:19])[NH:17][N:18]=2)=[CH:9][CH:8]=1)=[O:5])[C:22]1[CH:27]=[CH:26][CH:25]=[CH:24][CH:23]=1. Procedure details: A suspension of 6-[4-(3-bromopropionamido)phenyl]-5-methyl-4,5-dihydro-3(2H)-pyridazinone (120 g, 0.355 mol) and benzylamine (152 g, 1.47 mol) in n-propanol (800 ml) was stirred under reflux for 16 hours. The reaction mixture was filtered whilst hot and white solid was collected, which was washed with ether to remove excess benzylamine. The crude material was boiled with ethanol (300 ml) for 2 hours; the mixture was cooled and filtered. The resulting white solid was washed with ether and dried t... Starting materials: O=C([O-])O, ClCCl, O=C(Cl)c1ccc(Cl)cc1, [Na+], CN1CCN(c2cccc3ccc(O)cc23)CC1. The product is CN1CCN(c2cccc3ccc(OC(=O)c4ccc(Cl)cc4)cc23)CC1. Reaction SMILES: [C:32](=[O:33])([OH:34])[O-:35].[CH2:29]([Cl:30])[Cl:31].[Cl:19][C:20](=[O:21])[c:22]1[cH:23][cH:24][c:25]([Cl:26])[cH:27][cH:28]1.[Na+:36].[OH:1][c:2]1[cH:3][cH:4][c:5]2[cH:6][cH:7][cH:8][c:9]([N:12]3[CH2:13][CH2:14][N:15]([CH3:18])[CH2:16][CH2:17]3)[c:10]2[cH:11]1>>[O:1]([c:2]1[cH:3][cH:4][c:5]2[cH:6][cH:7][cH:8][c:9]([N:12]3[CH2:13][CH2:14][N:15]([CH3:18])[CH2:16][CH2:17]3)[c:10]2[cH:11]1)[C:20](=[O:21])[c:22]1[cH:23][cH:24][c:25]([Cl:26])[cH:27][cH:28]1. Yields the product c1ccc2c(c1)nc1sc3c(n12)CCNC3. The reactants are CC(=O)N1CCc2c(sc3nc4ccccc4n23)C1, CCO, [Na+], [OH-]. Reaction SMILES: [C:1](=[O:2])([CH3:3])[N:4]1[CH2:5][c:6]2[c:7]([n:8]3[c:9]([n:10][c:11]4[c:12]3[cH:13][cH:14][cH:15][cH:16]4)[s:17]2)[CH2:18][CH2:19]1.[CH3:22][CH2:23][OH:24].[Na+:21].[OH-:20]>>[NH:4]1[CH2:5][c:6]2[c:7]([n:8]3[c:9]([n:10][c:11]4[c:12]3[cH:13][cH:14][cH:15][cH:16]4)[s:17]2)[CH2:18][CH2:19]1.